Dataset: the Open Reaction Database (ORD), a public repository of structured organic reaction records. Task: describe an organic reaction: reactants, conditions, products, and yield The reactants are [N+](=O)([O-])C1=C(CBr)C=CC=C1 (2-nitrobenzyl bromide), [Li+].CC(C)[N-]C(C)C.C1CCOC1 (LDA THF), C(C)N1C(CN=C(C2=C1C=C(C(=C2)OC)OC)C2=CC=CC=C2)=O (1-ethyl-7,8-dimethoxy-5-phenyl-1,3-dihydro-2H-1,4-benzodiazepin-2-one), O (H2O). The solvent is C1CCOC1 (THF), C1CCOC1 (THF), C1CCOC1 (THF). Reaction conditions: time 30 minute. The product is COC=1C(=CC2=C(C(=NC(C(N2CC)=O)CC2=C(C=CC=C2)[N+](=O)[O-])C2=CC=CC=C2)C1)OC (7,8-dimethoxy-1-ethyl-3-(2-nitrobenzyl)-5-phenyl-1,3-dihydro-2H-1,4-benzodiazepin-2-one). Isolated yield 35.0%. RXN SMILES: [Li+].CC([N-]C(C)C)C.C1COCC1.[CH2:14]([N:16]1[C:22]2[CH:23]=[C:24]([O:29][CH3:30])[C:25]([O:27][CH3:28])=[CH:26][C:21]=2[C:20]([C:31]2[CH:36]=[CH:35][CH:34]=[CH:33][CH:32]=2)=[N:19][CH2:18][C:17]1=[O:37])[CH3:15].[N+:38]([C:41]1[CH:48]=[CH:47][CH:46]=[CH:45][C:42]=1[CH2:43]Br)([O-:40])=[O:39].O>C1COCC1>[CH3:28][O:27][C:25]1[C:24]([O:29][CH3:30])=[CH:23][C:22]2[N:16]([CH2:14][CH3:15])[C:17](=[O:37])[CH:18]([CH2:43][C:42]3[CH:45]=[CH:46][CH:47]=[CH:48][C:41]=3[N+:38]([O-:40])=[O:39])[N:19]=[C:20]([C:31]3[CH:36]=[CH:35][CH:34]=[CH:33][CH:32]=3)[C:21]=2[CH:26]=1 |f:0.1.2|. Procedure: To a solution of 920 μl (1.84 mmol) of 2M LDA/THF in 5 ml of anhydrous THF, add dropwise at −78° C. under an inert atmosphere a solution of 300 mg (0.92 mmol) of 1-ethyl-7,8-dimethoxy-5-phenyl-1,3-dihydro-2H-1,4-benzodiazepin-2-one (IIbd) in 2 ml of THF. Allow to equilibrate to room temperature for 30 minutes. Add dropwise at −30° C. a solution of 220 mg (1.01 mmol) of 2-nitrobenzyl bromide in 2 ml of THF. Stir at room temperature for 12 hours. Add 1 ml of H2O. Evaporate the THF. Purify by silic... Starting materials: Cl[Si](C)(C)C (Chlorotrimethylsilane), Cl[Si](C)(C)C (Chlorotrimethylsilane), C(C)(C)(C)OC([C@H](CC(CN=[N+]=[N-])SSC)NC(=O)OC(C)(C)C)=O ((S)-5-azido-2-tert-butoxycarbonylamino-4-methyldisulfanyl-pentanoic acid tert-butyl ester), C(C)(C)(C)OC([C@H](CC(CN=[N+]=[N-])SSC)NC(=O)OC(C)(C)C)=O ((S)-5-azido-2-tert-butoxycarbonylamino-4-methyldisulfanyl-pentanoic acid tert-butyl ester). Run in FC(CO)(F)F (2,2,2-trifluoroethanol). Conditions: time 2 hour. Yields the product Cl.N[C@H](C(=O)O)CC(CN=[N+]=[N-])SSC ((S)-2-amino-5-azido-4-methyldisulfanyl-pentanoic acid hydrochloride). Yield: 90.9%. Reaction SMILES: [Cl:1][Si](C)(C)C.C([O:10][C:11](=[O:30])[C@@H:12]([NH:22]C(OC(C)(C)C)=O)[CH2:13][CH:14]([S:19][S:20][CH3:21])[CH2:15][N:16]=[N+:17]=[N-:18])(C)(C)C>FC(F)(F)CO>[ClH:1].[NH2:22][C@@H:12]([CH2:13][CH:14]([S:19][S:20][CH3:21])[CH2:15][N:16]=[N+:17]=[N-:18])[C:11]([OH:30])=[O:10] |f:3.4|. Procedure: Chlorotrimethylsilane (297 μl, 2.344 mmol) was added to a solution of (S)-5-azido-2-tert-butoxycarbonylamino-4-methyldisulfanyl-pentanoic acid tert-butyl ester (Compound 33) (92 mg, 0.234 mmol) in 2,2,2-trifluoroethanol (0.9 ml), and the mixture was stirred at room temperature for 2 hours. Chlorotrimethylsilane (150 μl, 1.184 mmol) was further added, and the reaction solution was stirred at room temperature for 12 hours. After completion of the reaction, the reaction solution was concentrated un... Starting materials: O=C(Cl)C12CCC(CC1)CC2, NC1CCN(CCc2ccccc2)C1. The product is O=C(NC1CCN(CCc2ccccc2)C1)C12CCC(CC1)CC2. Reaction SMILES: [C:1]12([C:9](=[O:10])[Cl:11])[CH2:2][CH2:3][CH:4]([CH2:5][CH2:6]1)[CH2:7][CH2:8]2.[NH2:12][CH:13]1[CH2:14][N:15]([CH2:18][CH2:19][c:20]2[cH:21][cH:22][cH:23][cH:24][cH:25]2)[CH2:16][CH2:17]1>>[C:1]12([C:9](=[O:10])[NH:12][CH:13]3[CH2:14][N:15]([CH2:18][CH2:19][c:20]4[cH:21][cH:22][cH:23][cH:24][cH:25]4)[CH2:16][CH2:17]3)[CH2:2][CH2:3][CH:4]([CH2:5][CH2:6]1)[CH2:7][CH2:8]2. The reactants are O=C([O-])[O-], CN(C)C=O, CCCc1cc(C(OCOC)(C(F)(F)F)C(F)(F)F)ccc1O, O=Cc1cc(F)ccc1[N+](=O)[O-], [K+], [K+], O. Yields the product CCCc1cc(C(OCOC)(C(F)(F)F)C(F)(F)F)ccc1Oc1ccc([N+](=O)[O-])c(C=O)c1. As a reaction SMILES: [C:24](=[O:25])([O-:26])[O-:27].[CH3:43][N:44]([CH3:45])[CH:46]=[O:47].[F:1][C:2]([C:3]([C:4]([F:5])([F:6])[F:7])([O:8][CH2:9][O:10][CH3:11])[c:12]1[cH:13][c:14]([CH2:19][CH2:20][CH3:21])[c:15]([OH:18])[cH:16][cH:17]1)([F:22])[F:23].[F:30][c:31]1[cH:32][cH:33][c:34]([N+:39](=[O:40])[O-:41])[c:35]([CH:36]=[O:37])[cH:38]1.[K+:28].[K+:29].[OH2:42]>>[F:1][C:2]([C:3]([C:4]([F:5])([F:6])[F:7])([O:8][CH2:9][O:10][CH3:11])[c:12]1[cH:13][c:14]([CH2:19][CH2:20][CH3:21])[c:15]([O:18][c:31]2[cH:32][cH:33][c:34]([N+:39](=[O:40])[O-:41])[c:35]([CH:36]=[O:37])[cH:38]2)[cH:16][cH:17]1)([F:22])[F:23]. Reactants: FC1=CC2=C(SC=C2)C=C1 (5-fluorobenzo[b]thiophene), C1=C2N(C=N1)CCC2=O (5,6-dihydro-7H-pyrrolo[1,2-c]imidazol-7-one). The product is FC1=CC2=C(SC(=C2)C2(CCN3C=NC=C32)O)C=C1 (7-(5-fluorobenzo[b]thiophen-2-yl)-6,7-dihydro-5H-pyrrolo[1,2-c]imidazol-7-ol). The yield is 34.6%. RXN SMILES: [F:1][C:2]1[CH:10]=[CH:9][C:5]2[S:6][CH:7]=[CH:8][C:4]=2[CH:3]=1.[CH:11]1[N:15]=[CH:14][N:13]2[CH2:16][CH2:17][C:18](=[O:19])[C:12]=12>>[F:1][C:2]1[CH:10]=[CH:9][C:5]2[S:6][C:7]([C:18]3([OH:19])[C:12]4[N:13]([CH:14]=[N:15][CH:11]=4)[CH2:16][CH2:17]3)=[CH:8][C:4]=2[CH:3]=1. Procedure details: The reaction and purification in the same manner as in Example 1 using 5-fluorobenzo[b]thiophene (0.30 g) and 5,6-dihydro-7H-pyrrolo[1,2-c]imidazol-7-one (0.18 g) afforded the title compound (0.14 g) as colorless crystals.